This data is from the Open Reaction Database (ORD), a public repository of structured organic reaction records. The task is: describe an organic reaction: reactants, conditions, products, and yield Starting materials: Cl (hydrochloric acid), N1N=CN=C1 (1,2,4-triazole), BrCCCCCCCCOC1=CC=C(C=C1)C1=CC=C(C(=O)O)C=C1 (4-[4-(8-bromooctyloxy)phenyl]benzoic acid), [H-].[Na+] (sodium hydride). Solvent: C(C)(=O)OCC (ethyl acetate), O (water), CN(C=O)C (N,N-dimethylformamide). Reaction conditions: temperature 120 celsius, time 5 hour. Yields the product N1(N=CN=C1)CCCCCCCCOC1=CC=C(C=C1)C1=CC=C(C(=O)O)C=C1 (4-[4-[8-(1,2,4-Triazol-1-yl)octyloxy]phenyl]benzoic acid). The yield is 83.4%. Reaction SMILES: [H-].[Na+].[NH:3]1[CH:7]=[N:6][CH:5]=[N:4]1.Br[CH2:9][CH2:10][CH2:11][CH2:12][CH2:13][CH2:14][CH2:15][CH2:16][O:17][C:18]1[CH:23]=[CH:22][C:21]([C:24]2[CH:32]=[CH:31][C:27]([C:28]([OH:30])=[O:29])=[CH:26][CH:25]=2)=[CH:20][CH:19]=1.Cl>CN(C)C=O.C(OCC)(=O)C.O>[N:3]1([CH2:9][CH2:10][CH2:11][CH2:12][CH2:13][CH2:14][CH2:15][CH2:16][O:17][C:18]2[CH:23]=[CH:22][C:21]([C:24]3[CH:25]=[CH:26][C:27]([C:28]([OH:30])=[O:29])=[CH:31][CH:32]=3)=[CH:20][CH:19]=2)[CH:7]=[N:6][CH:5]=[N:4]1 |f:0.1|. Procedure details: To a suspension of sodium hydride (60% suspension in mineral oil) (0.296 g) in N,N-dimethylformamide (14 ml) was added 1,2,4-triazole (0.511 g) and 4-[4-(8-bromooctyloxy)phenyl]benzoic acid (1 g), and was stirred for 5 hours at 120° C. The reaction mixture was added to a mixture of water and ethyl acetate, and adjusted to pH 2.5 with conc. hydrochloric acid. The organic layer was taken and dried over magnesium sulfate. The magnesium sulfate was filtered off, and the filtrate was evaporated under... Reactants: ClC1=NC=C(C(=N1)NC1=CC2=C(CCN(CC2)CC)C=C1)Cl ((2,5-dichloro-pyrimidin-4-yl)-(3-ethyl-2,3,4,5-tetrahydro-1H-benzo[d]azepin-7-yl)-amine), C12(C(=O)CC(CC1)C2(C)C)CS(=O)(=O)O (camphorsulfonic acid), C(C)N1CCC2=C(CC1)C=C(C=C2)N (3-ethyl-2,3,4,5-tetrahydro-1H-benzo[d]azepin-7-ylamine), C12(C(=O)CC(CC1)C2(C)C)CS(=O)(=O)O (camphorsulfonic acid). Run in C(C)(C)O (isopropyl alcohol). Yields the product ClC=1C(=CC(=NC1)NC1=CC2=C(CCN(CC2)CC)C=C1)NC1=CC2=C(CCN(CC2)CC)C=C1 (5-Chloro-N*2*,N*4*-bis-(3-ethyl-2,3,4,5-tetrahydro-1H-benzo[d]azepin-7-yl)-pyridine-2,4-diamine). The yield is 74.8%. Reaction SMILES: Cl[C:2]1[N:7]=[C:6]([NH:8][C:9]2[CH:21]=[CH:20][C:12]3[CH2:13][CH2:14][N:15]([CH2:18][CH3:19])[CH2:16][CH2:17][C:11]=3[CH:10]=2)[C:5]([Cl:22])=[CH:4][N:3]=1.[CH2:23]([N:25]1[CH2:31][CH2:30][C:29]2[CH:32]=[C:33](N)[CH:34]=[CH:35][C:28]=2[CH2:27][CH2:26]1)[CH3:24].[C:37]12(CS(O)(=O)=O)C(C)(C)C(CC1)CC2=O>C(O)(C)C>[Cl:22][C:5]1[C:6]([NH:8][C:9]2[CH:21]=[CH:20][C:12]3[CH2:13][CH2:14][N:15]([CH2:18][CH3:19])[CH2:16][CH2:17][C:11]=3[CH:10]=2)=[CH:37][C:2]([NH:7][C:33]2[CH:34]=[CH:35][C:28]3[CH2:27][CH2:26][N:25]([CH2:23][CH3:24])[CH2:31][CH2:30][C:29]=3[CH:32]=2)=[N:3][CH:4]=1. Procedure details: (2,5-dichloro-pyrimidin-4-yl)-(3-ethyl-2,3,4,5-tetrahydro-1H-benzo[d]azepin-7-yl)-amine (50 mg, 0.15 mmol) and 3-ethyl-2,3,4,5-tetrahydro-1H-benzo[d]azepin-7-ylamine (29 mg. 0.15 mmol) were combined with camphorsulfonic acid (74 mg, 0.32 mmol) in 5 mL isopropyl alcohol and subjected to microwave irradiation at 120° C. for 80 minutes. 35 mg addition camphorsulfonic acid was added and microwave irradiation was continued for an additional hour. The mixture was concentrated and the organics were par... The reactants are [Br-], O=C1CCC2(CC1)OCCO2, Fc1ccc([Mg+])cc1, C1CCOC1. The product is OC1(c2ccc(F)cc2)CCC2(CC1)OCCO2. RXN SMILES: [Br-:12].[CH2:1]1[CH2:2][O:3][C:4]2([CH2:5][CH2:6][C:7](=[O:10])[CH2:8][CH2:9]2)[O:11]1.[F:13][c:14]1[cH:15][cH:16][c:17]([Mg+:20])[cH:18][cH:19]1.[O:21]1[CH2:22][CH2:23][CH2:24][CH2:25]1>>[CH2:1]1[CH2:2][O:3][C:4]2([CH2:5][CH2:6][C:7]([OH:10])([c:17]3[cH:16][cH:15][c:14]([F:13])[cH:19][cH:18]3)[CH2:8][CH2:9]2)[O:11]1.